Dataset: the Open Reaction Database (ORD), a public repository of structured organic reaction records. Task: describe an organic reaction: reactants, conditions, products, and yield The reactants are C(C)(C)(C)OC(NC1=C(C=C(C(=C1)N(C)C(C)C)Cl)[N+](=O)[O-])=O ([4-chloro-5-(isopropyl-methyl-amino)-2-nitro-phenyl]-carbamic acid tert-butyl ester), O.O.Cl[Sn]Cl (SnCl2.2H2O). Product: C(C)(C)(C)OC(NC1=C(C=C(C(=C1)N(C)C(C)C)Cl)N)=O ([2-Amino-4-chloro-5-(isopropyl-methyl-amino)-phenyl]-carbamic acid tert-butyl ester), solid. Isolated yield 83.0%. RXN SMILES: [C:1]([O:5][C:6](=[O:23])[NH:7][C:8]1[CH:13]=[C:12]([N:14]([CH:16]([CH3:18])[CH3:17])[CH3:15])[C:11]([Cl:19])=[CH:10][C:9]=1[N+:20]([O-])=O)([CH3:4])([CH3:3])[CH3:2].O.O.Cl[Sn]Cl>>[C:1]([O:5][C:6](=[O:23])[NH:7][C:8]1[CH:13]=[C:12]([N:14]([CH:16]([CH3:17])[CH3:18])[CH3:15])[C:11]([Cl:19])=[CH:10][C:9]=1[NH2:20])([CH3:2])([CH3:4])[CH3:3] |f:1.2.3|. Procedure: The title compound was prepared from [4-chloro-5-(isopropyl-methyl-amino)-2-nitro-phenyl]-carbamic acid tert-butyl ester (Example C12) (4.07 g, 11.8 mmol) by reduction with SnCl2.2H2O according to the general procedure J (method b). Obtained as a pale brown solid (3.08 g, 83%). The reactants are N#CBr (Cyanogen bromide), COC(C(C)N)(C)OC (2,2-dimethoxy-1-methylpropylamine), KHCO3. Solvent: O (water), CO (methanol), O (water). Product: COC(C(C)NC#N)(C)OC (2,2-dimethoxy-1-methylpropylcyanamide). Reaction SMILES: [N:1]#[C:2]Br.[CH3:4][O:5][C:6]([O:11][CH3:12])([CH3:10])[CH:7]([NH2:9])[CH3:8]>O.CO>[CH3:4][O:5][C:6]([O:11][CH3:12])([CH3:10])[CH:7]([NH:9][C:2]#[N:1])[CH3:8]. Reported procedure: Cyanogen bromide (424 mg., 4 m moles) was added to a solution of 2,2-dimethoxy-1-methylpropylamine (266 mg., 2 m moles) and KHCO3 (400 mg., 4 m moles) in a mixture of water (2 ml.) and methanol (4 ml.). After 15 minutes the mixture was poured in to water (150 ml.) and the mixture extracted with CH2Cl2. The extract was washed with water and brine, dried (MgSO4) and evaporated to dryness to give 2,2-dimethoxy-1-methylpropylcyanamide as a pale yellow oil (280 mg., 88%) having the following n.m.r. s... The reactants are [Al+3], [Cl-], [Cl-], [Cl-], Cl, COc1ccc(C(=O)c2ccccc2F)c(C)c1C, c1ccccc1. Yields the product Cc1c(O)ccc(C(=O)c2ccccc2F)c1C. As a reaction SMILES: [Al+3:21].[Cl-:20].[Cl-:22].[Cl-:23].[ClH:24].[F:1][c:2]1[c:3]([C:8]([c:9]2[c:10]([CH3:18])[c:11]([CH3:17])[c:12]([O:15][CH3:16])[cH:13][cH:14]2)=[O:19])[cH:4][cH:5][cH:6][cH:7]1.[cH:25]1[cH:26][cH:27][cH:28][cH:29][cH:30]1>>[F:1][c:2]1[c:3]([C:8]([c:9]2[c:10]([CH3:18])[c:11]([CH3:17])[c:12]([OH:15])[cH:13][cH:14]2)=[O:19])[cH:4][cH:5][cH:6][cH:7]1. Starting materials: C1(=CC=C(C=C1)N(C1=CC=C(C=C1)B(O)O)C1=CC=C(C=C1)C1=CC=CC=C1)C1=CC=CC=C1 (bisbiphenyl-4-yl-(4-boronophenyl)amine), BrC1=C(C(=O)OC)C=C(C(=C1)C(=O)OC)N1C2=CC=CC=C2C=2C=CC=CC12 (dimethyl 2-bromo-5-carbazol-9-ylterephthalate), C([O-])([O-])=O.[K+].[K+] (potassium carbonate), N#N (N2). Reagents/catalysts: C=1C=CC(=CC1)[P](C=2C=CC=CC2)(C=3C=CC=CC3)[Pd]([P](C=4C=CC=CC4)(C=5C=CC=CC5)C=6C=CC=CC6)([P](C=7C=CC=CC7)(C=8C=CC=CC8)C=9C=CC=CC9)[P](C=1C=CC=CC1)(C=1C=CC=CC1)C=1C=CC=CC1 (Pd(PPh3)4). Run in C1(=CC=CC=C1)C (toluene), O (water), CCO (EtOH). Run at time 1 hour. Product: C1(=CC=C(C=C1)N(C1=CC=C(C=C1)C=1C(=CC(=C(C1)C(=O)OC)N1C2=CC=CC=C2C=2C=CC=CC12)C(=O)OC)C1=CC=C(C=C1)C1=CC=CC=C1)C1=CC=CC=C1 (Dimethyl 4′-(bisbiphenyl-4-ylamino)-4-carbazol-9-ylbiphenyl-2,5-dicarboxylate). Reaction SMILES: [C:1]1([C:29]2[CH:34]=[CH:33][CH:32]=[CH:31][CH:30]=2)[CH:6]=[CH:5][C:4]([N:7]([C:17]2[CH:22]=[CH:21][C:20]([C:23]3[CH:28]=[CH:27][CH:26]=[CH:25][CH:24]=3)=[CH:19][CH:18]=2)[C:8]2[CH:13]=[CH:12][C:11](B(O)O)=[CH:10][CH:9]=2)=[CH:3][CH:2]=1.Br[C:36]1[CH:45]=[C:44]([C:46]([O:48][CH3:49])=[O:47])[C:43]([N:50]2[C:62]3[CH:61]=[CH:60][CH:59]=[CH:58][C:57]=3[C:56]3[C:51]2=[CH:52][CH:53]=[CH:54][CH:55]=3)=[CH:42][C:37]=1[C:38]([O:40][CH3:41])=[O:39].C(=O)([O-])[O-].[K+].[K+].N#N>C1(C)C=CC=CC=1.O.C1C=CC([P]([Pd]([P](C2C=CC=CC=2)(C2C=CC=CC=2)C2C=CC=CC=2)([P](C2C=CC=CC=2)(C2C=CC=CC=2)C2C=CC=CC=2)[P](C2C=CC=CC=2)(C2C=CC=CC=2)C2C=CC=CC=2)(C2C=CC=CC=2)C2C=CC=CC=2)=CC=1.CCO>[C:1]1([C:29]2[CH:34]=[CH:33][CH:32]=[CH:31][CH:30]=2)[CH:6]=[CH:5][C:4]([N:7]([C:17]2[CH:22]=[CH:21][C:20]([C:23]3[CH:28]=[CH:27][CH:26]=[CH:25][CH:24]=3)=[CH:19][CH:18]=2)[C:8]2[CH:13]=[CH:12][C:11]([C:36]3[C:37]([C:38]([O:40][CH3:41])=[O:39])=[CH:42][C:43]([N:50]4[C:62]5[CH:61]=[CH:60][CH:59]=[CH:58][C:57]=5[C:56]5[C:51]4=[CH:52][CH:53]=[CH:54][CH:55]=5)=[C:44]([C:46]([O:48][CH3:49])=[O:47])[CH:45]=3)=[CH:10][CH:9]=2)=[CH:3][CH:2]=1 |f:2.3.4,^1:82,84,103,122|. Procedure details: 91 g (207 mol) of bisbiphenyl-4-yl-(4-boronophenyl)amine, 207 g (474 mmol) of dimethyl 2-bromo-5-carbazol-9-ylterephthalate and 315.9 g (2.29 mol) of potassium carbonate are initially introduced in a mixture of 850 ml of toluene and 850 ml of water and saturated with N2 for 30 min. After addition of 1.36 g (1.18 mmol) of Pd(PPh3)4, the mixture is heated at the boil for 4 h. After cooling to RT and addition of 400 ml of EtOH, the mixture is cooled to room temperature and stirred for 1 h, and the ... Starting materials: FC1=C(C=CC(=C1)B1OC(C(O1)(C)C)(C)C)C=1N=CC(=NC1)N (5-(2-fluoro-4-(4,4,5,5-tetramethyl-1,3,2-dioxaborolan-2-yl)phenyl)-pyrazin-2-amine), BrC1=C(C=CC=C1)S(=O)(=O)N1CC(C1)(F)F (1-((2-bromophenyl)sulfonyl)-3,3-difluoroazetidine). The product is FC1(CN(C1)S(=O)(=O)C1=C(C=CC=C1)C1=CC(=C(C=C1)C=1N=CC(=NC1)N)F)F (5-{2′-[(3,3-Difluoroazetidin-1-yl)sulfonyl]-3-fluorobiphenyl-4-yl}pyrazin-2-amine). RXN SMILES: [F:1][C:2]1[CH:7]=[C:6](B2OC(C)(C)C(C)(C)O2)[CH:5]=[CH:4][C:3]=1[C:17]1[N:18]=[CH:19][C:20]([NH2:23])=[N:21][CH:22]=1.Br[C:25]1[CH:30]=[CH:29][CH:28]=[CH:27][C:26]=1[S:31]([N:34]1[CH2:37][C:36]([F:39])([F:38])[CH2:35]1)(=[O:33])=[O:32]>>[F:39][C:36]1([F:38])[CH2:35][N:34]([S:31]([C:26]2[CH:27]=[CH:28][CH:29]=[CH:30][C:25]=2[C:6]2[CH:5]=[CH:4][C:3]([C:17]3[N:18]=[CH:19][C:20]([NH2:23])=[N:21][CH:22]=3)=[C:2]([F:1])[CH:7]=2)(=[O:33])=[O:32])[CH2:37]1. Procedure details: The title compound was prepared in a manner similar to that described in Example 448 using 5-(2-fluoro-4-(4,4,5,5-tetramethyl-1,3,2-dioxaborolan-2-yl)phenyl)-pyrazin-2-amine and 1-((2-bromophenyl)sulfonyl)-3,3-difluoroazetidine. MS (ESI): mass calcd. for C19H15F3N4O2S, 420.09; m/z found, 421.2 [M+H]+. 1H NMR (400 MHz, CD3OD) δ 8.37-8.26 (m, 2H), 8.14-8.07 (m, 1H), 8.02-7.95 (m, 1H), 7.77-7.69 (m, 1H), 7.66-7.57 (m, 1H), 7.48-7.40 (m, 1H), 7.35-7.24 (m, 2H), 4.02-3.92 (m, 4H). Starting materials: N(C(=O)N)[C@H]1CN(CC1)C(=O)OC(C)(C)C ((R)-tert-butyl 3-ureidopyrrolidine-1-carboxylate). RXN SMILES: [NH:1]([C@@H:5]1[CH2:9][CH2:8][N:7](C(OC(C)(C)C)=O)[CH2:6]1)[C:2]([NH2:4])=[O:3]>Cl>[NH:7]1[CH2:8][CH2:9][C@@H:5]([NH:1][C:2]([NH2:4])=[O:3])[CH2:6]1. The solvent is Cl (HCl). Procedure: (R)-tert-butyl 3-ureidopyrrolidine-1-carboxylate from step A was treated with HCl solution (in EtOAc, 30 mL) for 2 hours. The mixture was concentrated in vacuo to give the crude title compound. MS (m/z): 130 (M+H)+. Product: N1C[C@@H](CC1)NC(=O)N ((R)-1-(pyrrolidin-3-yl)urea). Reactants: BrC1=CC(=C(C=C1)C(=O)N1CCN(CC1)C1=NC=C(C=C1C)CC)S(=O)(=O)C ((4-bromo-2-methanesulfonylphenyl)[4-(5-ethyl-3-methylpyridin-2-yl)piperazin-1-yl]methanone), S1(NCCCC1)(=O)=O ([1,2]thiazinane 1,1-dioxide). The product is O=S1(N(CCCC1)C1=CC(=C(C=C1)C(=O)N1CCN(CC1)C1=NC=C(C=C1C)CC)S(=O)(=O)C)=O ([4-(1,1-dioxo-1λ6-[1,2]thiazinan-2-yl)-2-methanesulfonylphenyl][4-(5-ethyl-3-methylpyridin-2-yl)piperazin-1-yl]methanone). Yield: 81.6%. As a reaction SMILES: Br[C:2]1[CH:7]=[CH:6][C:5]([C:8]([N:10]2[CH2:15][CH2:14][N:13]([C:16]3[C:21]([CH3:22])=[CH:20][C:19]([CH2:23][CH3:24])=[CH:18][N:17]=3)[CH2:12][CH2:11]2)=[O:9])=[C:4]([S:25]([CH3:28])(=[O:27])=[O:26])[CH:3]=1.[S:29]1(=[O:36])(=[O:35])[CH2:34][CH2:33][CH2:32][CH2:31][NH:30]1>>[O:35]=[S:29]1(=[O:36])[CH2:34][CH2:33][CH2:32][CH2:31][N:30]1[C:2]1[CH:7]=[CH:6][C:5]([C:8]([N:10]2[CH2:15][CH2:14][N:13]([C:16]3[C:21]([CH3:22])=[CH:20][C:19]([CH2:23][CH3:24])=[CH:18][N:17]=3)[CH2:12][CH2:11]2)=[O:9])=[C:4]([S:25]([CH3:28])(=[O:27])=[O:26])[CH:3]=1. Procedure details: Using (4-bromo-2-methanesulfonylphenyl)[4-(5-ethyl-3-methylpyridin-2-yl)piperazin-1-yl]methanone (271 mg) described in Preparation Example 254 and [1,2]thiazinane 1,1-dioxide (102 mg) and by the reaction and treatment in the same manner as in Example 262, the title compound (247 mg) was obtained. Starting materials: Br, CCN1CCC(CO)C1, [Na+], [Na+], O=C([O-])[O-]. Product: CCN1CCC(CBr)C1. Reaction SMILES: [BrH:10].[CH2:1]([CH3:2])[N:3]1[CH2:4][CH:5]([CH2:8][OH:9])[CH2:6][CH2:7]1.[Na+:11].[Na+:12].[O-:13][C:14](=[O:15])[O-:16]>>[CH2:1]([CH3:2])[N:3]1[CH2:4][CH:5]([CH2:8][Br:10])[CH2:6][CH2:7]1.